Dataset: the Open Reaction Database (ORD), a public repository of structured organic reaction records. Task: describe an organic reaction: reactants, conditions, products, and yield The reactants are 23, ClC1=CC=C2C(N(C(NC2=C1)=O)CCO)=O (7-chloro-3-(2-hydroxyethyl)-2,4(1H,3H)-quinazolinedione), S(=O)(Cl)Cl (thionyl chloride). Run in ClC(Cl)Cl (trichloromethane). The product is 22, ClC1=CC=C2C(N(C(NC2=C1)=O)CCCl)=O (7-chloro-3-(2-chloroethyl)-2,4(1H,3H)-quinazolinedione). Yield: 88.0%. RXN SMILES: [Cl:1][C:2]1[CH:11]=[C:10]2[C:5]([C:6](=[O:16])[N:7]([CH2:13][CH2:14]O)[C:8](=[O:12])[NH:9]2)=[CH:4][CH:3]=1.S(Cl)([Cl:19])=O>ClC(Cl)Cl>[Cl:1][C:2]1[CH:11]=[C:10]2[C:5]([C:6](=[O:16])[N:7]([CH2:13][CH2:14][Cl:19])[C:8](=[O:12])[NH:9]2)=[CH:4][CH:3]=1. Reported procedure: A mixture of 23 parts of 7-chloro-3-(2-hydroxyethyl)-2,4(1H,3H)-quinazolinedione, 32 parts of thionyl chloride and 150 parts of trichloromethane is stirred and refluxed for 4 hours. The reaction mixture is cooled. The precipitated product is filtered off, washed with trichloromethane and with petroleumether, and dried, yielding 22 parts (88%) of 7-chloro-3-(2-chloroethyl)-2,4(1H,3H)-quinazolinedione. Reactants: CC1(C=2C=CC(=CC2C(CC1)(C)C)C#CC(=O)Cl)C (3-(5,6,7,8-tetrahydro-5,5,8,8-tetramethyl-2-naphthyl)propynoyl chloride), OC1=CC=C(C(=O)OC(C)(C)C)C=C1 (tert-butyl 4-hydroxybenzoate), tert-butyl ester. Yields the product CC1(C=2C=CC(=CC2C(CC1)(C)C)C#CC(=O)OC1=CC=C(C(=O)OC(C)(C)C)C=C1)C (tert-Butyl 4-[3-(5,6,7,8-tetrahydro-5,5,8,8-tetramethyl-2-naphthyl)propynoyloxy]benzoate). As a reaction SMILES: [CH3:1][C:2]1([CH3:19])[CH2:11][CH2:10][C:9]([CH3:13])([CH3:12])[C:8]2[CH:7]=[C:6]([C:14]#[C:15][C:16](Cl)=[O:17])[CH:5]=[CH:4][C:3]1=2.[OH:20][C:21]1[CH:33]=[CH:32][C:24]([C:25]([O:27][C:28]([CH3:31])([CH3:30])[CH3:29])=[O:26])=[CH:23][CH:22]=1>>[CH3:1][C:2]1([CH3:19])[CH2:11][CH2:10][C:9]([CH3:13])([CH3:12])[C:8]2[CH:7]=[C:6]([C:14]#[C:15][C:16]([O:20][C:21]3[CH:33]=[CH:32][C:24]([C:25]([O:27][C:28]([CH3:29])([CH3:30])[CH3:31])=[O:26])=[CH:23][CH:22]=3)=[O:17])[CH:5]=[CH:4][C:3]1=2. Procedure details: In a similar manner to that of Example 1(d), by reaction of 1.4 g (5 mmol) of 3-(5,6,7,8-tetrahydro-5,5,8,8-tetramethyl-2-naphthyl)propynoyl chloride with 950 mg (4.9 mmol) of tert-butyl 4-hydroxybenzoate, 1.75 g (83%) of the expected tert-butyl ester are obtained in the form of a yellow oil.